describe an organic reaction: reactants, conditions, products, and yield From a dataset of the Open Reaction Database (ORD), a public repository of structured organic reaction records. Reactants: CSC1=NC=C(C(=N1)C1=CC=C(C=C1)Cl)C1=C(C=C(C=C1)Cl)Cl (2-Methylthio-4-(4-chlorophenyl)-5-(2,4-dichlorophenyl)pyrimidine), ClC1=CC=C(CO)C=C1 (4-chlorobenzyl alcohol). Yields the product ClC1=CC=C(COC2=NC=C(C(=N2)C2=CC=C(C=C2)Cl)C2=C(C=C(C=C2)Cl)Cl)C=C1 (2-(4-chlorobenzyloxy)-4-(4-chloro-phenyl)-5-(2,4-dichlorophenyl)pyrimidine). RXN SMILES: CS[C:3]1[N:8]=[C:7]([C:9]2[CH:14]=[CH:13][C:12]([Cl:15])=[CH:11][CH:10]=2)[C:6]([C:16]2[CH:21]=[CH:20][C:19]([Cl:22])=[CH:18][C:17]=2[Cl:23])=[CH:5][N:4]=1.[Cl:24][C:25]1[CH:32]=[CH:31][C:28]([CH2:29][OH:30])=[CH:27][CH:26]=1>>[Cl:24][C:25]1[CH:32]=[CH:31][C:28]([CH2:29][O:30][C:3]2[N:8]=[C:7]([C:9]3[CH:14]=[CH:13][C:12]([Cl:15])=[CH:11][CH:10]=3)[C:6]([C:16]3[CH:21]=[CH:20][C:19]([Cl:22])=[CH:18][C:17]=3[Cl:23])=[CH:5][N:4]=2)=[CH:27][CH:26]=1. Procedure: 2-Methylthio-4-(4-chlorophenyl)-5-(2,4-dichlorophenyl)pyrimidine from Reference Example 3 was reacted with 4-chlorobenzyl alcohol according to the procedure described in Example 59 to afford 2-(4-chlorobenzyloxy)-4-(4-chloro-phenyl)-5-(2,4-dichlorophenyl)pyrimidine (HRf): HPLC/MS: m/e=475 (M++1); Rt=5.01 min; 1H-NMR 400 MHz (CDCl3): 5.55 (s, 2H), 7.1 (d, J=9 Hz, 1H), 7.25-7.3 (m, 4H), 7.15-7.20 (m, 3H), 7.43 (m, 3H), 8.45 )s, 1H) and 2-(4-chlorobenzyloxy)-4-(4-chlorophenyl)5-(2-chloro-4-thiometh... Starting materials: CO, Cc1ccc(CNC(=O)C(C)(C)C)c(C)c1[N+](=O)[O-]. The product is Cc1ccc(CNC(=O)C(C)(C)C)c(C)c1N. Reaction SMILES: [CH3:20][OH:21].[N+:1]([O-:2])(=[O:3])[c:4]1[c:5]([CH3:19])[c:6]([CH2:7][NH:8][C:9]([C:10]([CH3:11])([CH3:12])[CH3:13])=[O:14])[cH:15][cH:16][c:17]1[CH3:18]>>[NH2:1][c:4]1[c:5]([CH3:19])[c:6]([CH2:7][NH:8][C:9]([C:10]([CH3:11])([CH3:12])[CH3:13])=[O:14])[cH:15][cH:16][c:17]1[CH3:18]. Starting materials: C1CCNC1, CS(=O)(=O)c1nc(OCc2ccc(F)c(F)c2)c(-c2ccc(Cl)cc2)c(-c2ccc(Cl)cc2Cl)n1. Yields the product Fc1ccc(COc2nc(N3CCCC3)nc(-c3ccc(Cl)cc3Cl)c2-c2ccc(Cl)cc2)cc1F. As a reaction SMILES: [CH2:36]1[CH2:37][CH2:38][NH:39][CH2:40]1.[CH3:1][S:2](=[O:3])(=[O:4])[c:5]1[n:6][c:7](-[c:28]2[c:29]([Cl:35])[cH:30][c:31]([Cl:34])[cH:32][cH:33]2)[c:8](-[c:21]2[cH:22][cH:23][c:24]([Cl:27])[cH:25][cH:26]2)[c:9]([O:11][CH2:12][c:13]2[cH:14][c:15]([F:20])[c:16]([F:19])[cH:17][cH:18]2)[n:10]1>>[c:5]1([N:39]2[CH2:38][CH2:37][CH2:36][CH2:40]2)[n:6][c:7](-[c:28]2[c:29]([Cl:35])[cH:30][c:31]([Cl:34])[cH:32][cH:33]2)[c:8](-[c:21]2[cH:22][cH:23][c:24]([Cl:27])[cH:25][cH:26]2)[c:9]([O:11][CH2:12][c:13]2[cH:14][c:15]([F:20])[c:16]([F:19])[cH:17][cH:18]2)[n:10]1.